The task is: describe an organic reaction: reactants, conditions, products, and yield. This data is from the Open Reaction Database (ORD), a public repository of structured organic reaction records. The reactants are CC(C)(C)OC(=O)N1CCNCC1, CCN=C=NCCCN(C)C, CN(C)C=O, O=C(O)c1ccc2cc[nH]c2c1. The product is CC(C)(C)OC(=O)N1CCN(C(=O)c2ccc3cc[nH]c3c2)CC1. As a reaction SMILES: [C:24]([CH3:25])([CH3:26])([CH3:27])[O:28][C:29](=[O:30])[N:31]1[CH2:32][CH2:33][NH:34][CH2:35][CH2:36]1.[CH3:13][CH2:14][N:15]=[C:16]=[N:17][CH2:18][CH2:19][CH2:20][N:21]([CH3:22])[CH3:23].[O:37]=[CH:38][N:39]([CH3:40])[CH3:41].[nH:1]1[cH:2][cH:3][c:4]2[cH:5][cH:6][c:7]([C:10](=[O:11])[OH:12])[cH:8][c:9]12>>[nH:1]1[cH:2][cH:3][c:4]2[cH:5][cH:6][c:7]([C:10](=[O:12])[N:34]3[CH2:33][CH2:32][N:31]([C:29]([O:28][C:24]([CH3:25])([CH3:26])[CH3:27])=[O:30])[CH2:36][CH2:35]3)[cH:8][c:9]12.